From a dataset of the Open Reaction Database (ORD), a public repository of structured organic reaction records. describe an organic reaction: reactants, conditions, products, and yield Reactants: OC1=C(C=C(C=C1C)CCC(=O)C=1SC(=C(C1)C1=CC=CC=C1)CCC)C (3-(4-hydroxy-3,5-dimethyl-phenyl)-1-(4-phenyl-5-propyl-thiophen-2-yl)-propan-1-one), C(Cl)C1CO1 (epichlorohydrine). Solvent: CC(C)O (2-propanol), [OH-].[Na+] (NaOH), O (water). Reaction conditions: time 18 hour. The product is CC=1C=C(C=C(C1OCC1OC1)C)CCC(=O)C=1SC(=C(C1)C1=CC=CC=C1)CCC (3-(3,5-dimethyl-4-oxiranylmethoxy-phenyl)-1-(4-phenyl-5-propyl-thiophen-2-yl)-propan-1-one). The yield is 89.5%. RXN SMILES: [OH:1][C:2]1[C:7]([CH3:8])=[CH:6][C:5]([CH2:9][CH2:10][C:11]([C:13]2[S:14][C:15]([CH2:24][CH2:25][CH3:26])=[C:16]([C:18]3[CH:23]=[CH:22][CH:21]=[CH:20][CH:19]=3)[CH:17]=2)=[O:12])=[CH:4][C:3]=1[CH3:27].[CH2:28]([CH:30]1[O:32][CH2:31]1)Cl>CC(O)C.[OH-].[Na+].O>[CH3:27][C:3]1[CH:4]=[C:5]([CH2:9][CH2:10][C:11]([C:13]2[S:14][C:15]([CH2:24][CH2:25][CH3:26])=[C:16]([C:18]3[CH:23]=[CH:22][CH:21]=[CH:20][CH:19]=3)[CH:17]=2)=[O:12])[CH:6]=[C:7]([CH3:8])[C:2]=1[O:1][CH2:28][CH:30]1[CH2:31][O:32]1 |f:3.4|. Procedure details: A solution of 3-(4-hydroxy-3,5-dimethyl-phenyl)-1-(4-phenyl-5-propyl-thiophen-2-yl)-propan-1-one (250 mg, 0.661 mmol) in 2-propanol (2 mL) and 3 N aq. NaOH (1 mL) is treated with epichlorohydrine (122 mg, 1.32 mmol) and the mixture is stirred at rt for 18 h, then diluted with water and extracted with EA. The solvent of the organic extract is evaporated to give crude 3-(3,5-dimethyl-4-oxiranylmethoxy-phenyl)-1-(4-phenyl-5-propyl-thiophen-2-yl)-propan-1-one (257 mg) as a yellow oil; LC-MS: tR=1.18... Starting materials: [Si](C)(C)(C(C)(C)C)OC(CCCCCCC1=CC=CC=C1)C=1OC(=CN1)C1=CC(=CC=C1)F (2-(1-(tert-Butyldimethylsilyloxy)-7-Phenylheptyl)-5-(3-fluorophenyl)oxazole), [Si](C)(C)(C(C)(C)C)OC(CCCCCCC1=CC=CC=C1)C=1OC(=CN1)[Sn](CCCC)(CCCC)CCCC (2-(1-(tert-butyldimethylsilyloxy)-7-phenylheptyl)-5-(tributylstannyl)oxazole), FC1=CC(=CC=C1)I (1-fluoro-3-iodobenzene). Yields the product EtOAc hexanes, FC=1C=C(C=CC1)C1=CN=C(O1)C(CCCCCCC1=CC=CC=C1)=O (1-(5-(3-Fluorophenyl)oxazol-2-yl)-7-phenylheptan-1-one). Reaction SMILES: [Si]([O:8][CH:9]([C:22]1[O:23][C:24]([C:27]2[CH:32]=[CH:31][CH:30]=[C:29]([F:33])[CH:28]=2)=[CH:25][N:26]=1)[CH2:10][CH2:11][CH2:12][CH2:13][CH2:14][CH2:15][C:16]1[CH:21]=[CH:20][CH:19]=[CH:18][CH:17]=1)(C(C)(C)C)(C)C.[Si](OC(C1OC([Sn](CCCC)(CCCC)CCCC)=CN=1)CCCCCCC1C=CC=CC=1)(C(C)(C)C)(C)C.FC1C=CC=C(I)C=1>>[F:33][C:29]1[CH:28]=[C:27]([C:24]2[O:23][C:22]([C:9](=[O:8])[CH2:10][CH2:11][CH2:12][CH2:13][CH2:14][CH2:15][C:16]3[CH:17]=[CH:18][CH:19]=[CH:20][CH:21]=3)=[N:26][CH:25]=2)[CH:32]=[CH:31][CH:30]=1. Procedure: 2-(1-(tert-Butyldimethylsilyloxy)-7-Phenylheptyl)-5-(3-fluorophenyl)oxazole. The title compound was prepared from 2-(1-(tert-butyldimethylsilyloxy)-7-phenylheptyl)-5-(tributylstannyl)oxazole (75 mg, 0.113 mmol) and 1-fluoro-3-iodobenzene following General Procedure A. Flash chromatography (2% EtOAc/hexanes) yielded the title compound as a clear oil (53 mg, 98%): 1H NMR (CDCl3, 400 MHz) 7.43-7.33 (m, 3H), 7.29-7.25 (m, 3H), 7.18-7.15 (m, 3H), 7.04-7.00 (m, 1H), 4.83 (t, 1H, J=6.0 Hz), 2.59 (t, 2H... The yield is 98.0%. Starting materials: FC=1C=C(C(=O)Cl)C=CC1 (3-fluorobenzoyl chloride), NC1=CC=C(C=C1)C(CCC(=O)OC)=O (4-(4-amino-phenyl)-4-oxo-butyric acid, methyl ester). Yields the product FC=1C=C(C(=O)NC2=CC=C(C=C2)C(CCC(=O)O)=O)C=CC1 (4-[4-(3-fluoro-benzoylamino)-phenyl]-4-oxo-butyric acid). Isolated yield 42.0%. RXN SMILES: [F:1][C:2]1[CH:3]=[C:4]([CH:8]=[CH:9][CH:10]=1)[C:5](Cl)=[O:6].[NH2:11][C:12]1[CH:17]=[CH:16][C:15]([C:18](=[O:25])[CH2:19][CH2:20][C:21]([O:23]C)=[O:22])=[CH:14][CH:13]=1>>[F:1][C:2]1[CH:3]=[C:4]([CH:8]=[CH:9][CH:10]=1)[C:5]([NH:11][C:12]1[CH:13]=[CH:14][C:15]([C:18](=[O:25])[CH2:19][CH2:20][C:21]([OH:23])=[O:22])=[CH:16][CH:17]=1)=[O:6]. Procedure: In a manner similar to that described in Example 3, 3-fluorobenzoyl chloride (0.053 g, 0.00033 mol) was allowed to react with 4-(4-amino-phenyl)-4-oxo-butyric acid, methyl ester (0.052 g, 0.00025 mol) (Example 1, Step (c)), and the resulting intermediate was hydrolyzed to give 0.0331 g of 4-[4-(3-fluoro-benzoylamino)-phenyl]-4-oxo-butyric acid as an off-white solid; mp 239-241° C. Starting materials: ClC=1C=C(C=CC1)CC(=O)N[C@@H](C)C(=O)O (N-(3-chlorophenylacetyl)alanine), C1(CC1)CO (cyclopropylmethanol). Yields the product C1(CC1)COC([C@@H](NC(CC1=CC(=CC=C1)Cl)=O)C)=O (N-[(3-chlorophenyl)acetyl]alanine cyclopropylmethyl Ester). As a reaction SMILES: [Cl:1][C:2]1[CH:3]=[C:4]([CH2:8][C:9]([NH:11][C@H:12]([C:14]([OH:16])=[O:15])[CH3:13])=[O:10])[CH:5]=[CH:6][CH:7]=1.[CH:17]1([CH2:20]O)[CH2:19][CH2:18]1>>[CH:17]1([CH2:20][O:15][C:14](=[O:16])[C@H:12]([CH3:13])[NH:11][C:9](=[O:10])[CH2:8][C:4]2[CH:5]=[CH:6][CH:7]=[C:2]([Cl:1])[CH:3]=2)[CH2:19][CH2:18]1. Procedure details: Following General Procedure C above, and using N-(3-chlorophenylacetyl alanine (from Example D above) and cyclopropylmethanol (Aldrich), the title compound can be prepared. The reaction was monitored by tlc on silica gel and purification was by liquid chromatography using 3:7 EtOAc:hexane as the eluant. Reactants: ClCC(=O)C1=CC=CC=C1 (2-chloroacetophenone), [Na] (sodium), C(#N)CC(=O)OCC (ethyl cyanoacetate). The solvent is C1(=CC=CC=C1)C (toluene), C(C)O (ethanol), ice. Conditions: temperature 30 celsius. Yields the product ethyl ester, C(#N)C(C(=O)O)CC(C1=CC=CC=C1)=O (2-cyano-4-oxo-4-phenylbutanoic acid). As a reaction SMILES: [Na].[C:2]([CH2:4][C:5]([O:7]CC)=[O:6])#[N:3].Cl[CH2:11][C:12]([C:14]1[CH:19]=[CH:18][CH:17]=[CH:16][CH:15]=1)=[O:13]>C(O)C.C1(C)C=CC=CC=1>[C:2]([CH:4]([CH2:11][C:12](=[O:13])[C:14]1[CH:19]=[CH:18][CH:17]=[CH:16][CH:15]=1)[C:5]([OH:7])=[O:6])#[N:3] |^1:0|. Reported procedure: 10 g of sodium was dissolved in 200 ml of ethanol. The solution was cooled to 30° C. and 45.2 g of ethyl cyanoacetate was added rapidly. The resulting mixture was cooled to -15° C. and stirred while a warm solution of 62 g of 2-chloroacetophenone in 100 ml of toluene was added over a 15-minute period, with cooling, allowing the temperature of the mixture to rise to 20° C. over a 1-hour period. The mixture was poured in ice/3 N hydrochloric acid, the organic phase was separated, the solvent was e... The reactants are CC(C)(C)OC(=O)N1CCNC(=O)C1, Cl, [H-], [Na+], CN(C)C=O, ClCc1cccnc1. Yields the product CC(C)(C)OC(=O)N1CCN(Cc2cccnc2)C(=O)C1. RXN SMILES: [C:1]([CH3:2])([CH3:3])([CH3:4])[O:5][C:6](=[O:7])[N:8]1[CH2:9][C:10](=[O:14])[NH:11][CH2:12][CH2:13]1.[ClH:15].[H-:25].[Na+:24].[O:26]=[CH:27][N:28]([CH3:29])[CH3:30].[cH:16]1[c:17]([CH2:22][Cl:23])[cH:18][cH:19][cH:20][n:21]1>>[C:1]([CH3:2])([CH3:3])([CH3:4])[O:5][C:6](=[O:7])[N:8]1[CH2:9][C:10](=[O:14])[N:11]([CH2:22][c:17]2[cH:16][n:21][cH:20][cH:19][cH:18]2)[CH2:12][CH2:13]1. Reactants: Cc1ccccc1, CCCCCCCCOC(=O)Cl, Cl, O=Cc1ccc(O)cc1, c1ccncc1. Product: CCCCCCCCOC(=O)Oc1ccc(C=O)cc1. As a reaction SMILES: [CH3:22][c:23]1[cH:24][cH:25][cH:26][cH:27][cH:28]1.[Cl:10][C:11](=[O:12])[O:13][CH2:14][CH2:15][CH2:16][CH2:17][CH2:18][CH2:19][CH2:20][CH3:21].[ClH:29].[OH:1][c:2]1[cH:3][cH:4][c:5]([CH:6]=[O:7])[cH:8][cH:9]1.[cH:30]1[cH:31][cH:32][n:33][cH:34][cH:35]1>>[O:1]([c:2]1[cH:3][cH:4][c:5]([CH:6]=[O:7])[cH:8][cH:9]1)[C:11](=[O:12])[O:13][CH2:14][CH2:15][CH2:16][CH2:17][CH2:18][CH2:19][CH2:20][CH3:21]. The reactants are CCN(C(C)C)C(C)C, CCOC(OCC)OCC, ClCCl, O=C1CC2(CCN(C(=O)OCc3ccccc3)CC2)Oc2ccccc21. Product: CCOC(OCC)C1C(=O)c2ccccc2OC12CCN(C(=O)OCc1ccccc1)CC2. Reaction SMILES: [CH2:37]([N:38]([CH:39]([CH3:40])[CH3:41])[CH:42]([CH3:43])[CH3:44])[CH3:45].[CH:1]([O:2][CH2:3][CH3:4])([O:5][CH2:6][CH3:7])[O:8][CH2:9][CH3:10].[Cl:46][CH2:47][Cl:48].[O:11]=[C:12]1[CH2:13][C:14]2([O:15][c:16]3[cH:17][cH:18][cH:19][cH:20][c:21]31)[CH2:22][CH2:23][N:24]([C:27](=[O:28])[O:29][CH2:30][c:31]1[cH:32][cH:33][cH:34][cH:35][cH:36]1)[CH2:25][CH2:26]2>>[CH:1]([O:5][CH2:6][CH3:7])([O:8][CH2:9][CH3:10])[CH:13]1[C:12](=[O:11])[c:21]2[c:16]([cH:17][cH:18][cH:19][cH:20]2)[O:15][C:14]12[CH2:22][CH2:23][N:24]([C:27](=[O:28])[O:29][CH2:30][c:31]1[cH:32][cH:33][cH:34][cH:35][cH:36]1)[CH2:25][CH2:26]2. The product is NC1=NC(=NC=C1OC1=C(C=C(C(=C1)I)OC)C(C)C)NC(CNC1CCCC1)=O (N-[4-amino-5-(5-iodo-2-isopropyl-4-methoxy-phenoxy)-pyrimidin-2-yl]-2-cyclopentylamino-acetamide). Reaction SMILES: [NH2:1][C:2]1[C:7]([O:8][C:9]2[CH:14]=[C:13]([I:15])[C:12]([O:16][CH3:17])=[CH:11][C:10]=2[CH:18]([CH3:20])[CH3:19])=[CH:6][N:5]=[C:4]([NH:21][C:22](=[O:25])[CH2:23]Cl)[N:3]=1.[CH:26]1([NH2:29])[CH2:28][CH2:27]1.[I-].[K+].[CH3:32][C:33](C)=O>>[NH2:1][C:2]1[C:7]([O:8][C:9]2[CH:14]=[C:13]([I:15])[C:12]([O:16][CH3:17])=[CH:11][C:10]=2[CH:18]([CH3:20])[CH3:19])=[CH:6][N:5]=[C:4]([NH:21][C:22](=[O:25])[CH2:23][NH:29][CH:26]2[CH2:33][CH2:32][CH2:27][CH2:28]2)[N:3]=1 |f:2.3|. Run at time 20 hour. Procedure: N-[4-Amino-5-(5-iodo-2-isopropyl-4-methoxy-phenoxy)-pyrimidin-2-yl]-2-chloro-acetamide (1.13 g, 2.37 mmol), cyclopropylamine (0.807 g, 9.48 mmol), and potassium iodide (25 mg) were added to 25 mL acetone. The reaction mixture was stirred under nitrogen at room temperature for 20 hours, then diluted with EtOac. The mixture was washed with water and brine, and the organic layer was dried (Na2SO4), filtered and concentrated under reduced pressure. The residue was purified by flash chromatography (8... Starting materials: NC1=NC(=NC=C1OC1=C(C=C(C(=C1)I)OC)C(C)C)NC(CCl)=O (N-[4-Amino-5-(5-iodo-2-isopropyl-4-methoxy-phenoxy)-pyrimidin-2-yl]-2-chloro-acetamide), C1(CC1)N (cyclopropylamine), [I-].[K+] (potassium iodide), CC(=O)C (acetone).